From a dataset of the Open Reaction Database (ORD), a public repository of structured organic reaction records. describe an organic reaction: reactants, conditions, products, and yield Reactants: C(C1=CC=CC=C1)OC1=CC=C(C=C1)NC1=NN(CC1)C1=CC=CC=C1 (N-(4-benzyloxyphenyl)-4,5-dihydro-1-phenyl-1H-pyrazol-3-amine), [H][H] (hydrogen). Reagents/catalysts: [Pd] (palladium on carbon). Solvent: C(C)O (ethanol). The product is OC1=CC=C(C=C1)NC1=NN(CC1)C1=CC=CC=C1 (4,5-Dihydro-N-(4-hydroxyphenyl)-1-phenyl-1H-pyrazol-3 -amine). The yield is 65.2%. As a reaction SMILES: C([O:8][C:9]1[CH:14]=[CH:13][C:12]([NH:15][C:16]2[CH2:20][CH2:19][N:18]([C:21]3[CH:26]=[CH:25][CH:24]=[CH:23][CH:22]=3)[N:17]=2)=[CH:11][CH:10]=1)C1C=CC=CC=1.[H][H]>C(O)C.[Pd]>[OH:8][C:9]1[CH:10]=[CH:11][C:12]([NH:15][C:16]2[CH2:20][CH2:19][N:18]([C:21]3[CH:22]=[CH:23][CH:24]=[CH:25][CH:26]=3)[N:17]=2)=[CH:13][CH:14]=1. Procedure details: A suspension of N-(4-benzyloxyphenyl)-4,5-dihydro-1-phenyl-1H-pyrazol-3-amine (6.9 g) in ethanol (350 ml) was hydrogenated at atmospheric pressure over 10% palladium on carbon until hydrogen uptake ceased. The mixture was filtered and the filtrate evaporated to small volume. The resulting precipitate was collected, washed with ethanol and dried to give the title compound, (3.32 g) mp 211°-14° (dec). The reactants are FC1=CC=C(C=C1)C1=CN=C2C(=N1)N(C=N2)CC2=CC=C(C=C2)OC (6-(4-fluoro-phenyl)-1-(4-methoxy-benzyl)-1 H-imidazo[4,5-b]pyrazine), B(Br)(Br)Br (BBr3), B(Br)(Br)Br (BBr3), starting material. The solvent is ClCCl (dichloromethane). Run at temperature 0 celsius, time 40 minute. Product: FC1=CC=C(C=C1)C1=CN=C2C(=N1)N(C=N2)CC2=CC=C(C=C2)O (4-[6-(4-fluoro-phenyl)-imidazo[4,5-b]pyrazin-1-ylmethyl]-phenol). Isolated yield 88.5%. As a reaction SMILES: [F:1][C:2]1[CH:7]=[CH:6][C:5]([C:8]2[N:13]=[C:12]3[N:14]([CH2:17][C:18]4[CH:23]=[CH:22][C:21]([O:24]C)=[CH:20][CH:19]=4)[CH:15]=[N:16][C:11]3=[N:10][CH:9]=2)=[CH:4][CH:3]=1.B(Br)(Br)Br>ClCCl>[F:1][C:2]1[CH:7]=[CH:6][C:5]([C:8]2[N:13]=[C:12]3[N:14]([CH2:17][C:18]4[CH:23]=[CH:22][C:21]([OH:24])=[CH:20][CH:19]=4)[CH:15]=[N:16][C:11]3=[N:10][CH:9]=2)=[CH:4][CH:3]=1. Procedure: To a solution of 6-(4-fluoro-phenyl)-1-(4-methoxy-benzyl)-1 H-imidazo[4,5-b]pyrazine (40 mg, 0.12 mmol) in anhydrous dichloromethane (3 mL) at 0° C. was added BBr3 (0.01 mL). The reaction was stirred under nitrogen at 0° C. for 40 minutes, and HPLC showed the presence of 33% of starting material. Another portion of BBr3 (0.01 mL) was added, and the reaction was continued at 0° C. under nitrogen for 2 hours for the completion. The reaction solution was quenched with ice, and partitioned between d... Reactants: CC(=O)OC(C)=O, CC(C)(C)OC(=O)NN, ClCCl, c1ccncc1. The product is CC(=O)NNC(=O)OC(C)(C)C. Reaction SMILES: [C:16]([CH3:17])(=[O:18])[O:19][C:20](=[O:21])[CH3:22].[C:1]([NH:2][NH2:3])(=[O:4])[O:5][C:6]([CH3:7])([CH3:8])[CH3:9].[CH2:23]([Cl:24])[Cl:25].[cH:10]1[cH:11][cH:12][n:13][cH:14][cH:15]1>>[C:1]([NH:2][NH:3][C:16]([CH3:17])=[O:18])(=[O:4])[O:5][C:6]([CH3:7])([CH3:8])[CH3:9]. Reactants: CC(C)(C)c1cccc(C(C)(C)C)c1O, C1N2CN3CN1CN(C2)C3, CN(C)C=O, O, S=c1[nH]nc(-c2ccccc2)o1. The product is CC(C)(C)c1cc(Cn2nc(-c3ccccc3)oc2=S)cc(C(C)(C)C)c1O. RXN SMILES: [C:13]([CH3:14])([CH3:15])([CH3:16])[c:17]1[c:18]([OH:27])[c:19]([C:23]([CH3:24])([CH3:25])[CH3:26])[cH:20][cH:21][cH:22]1.[CH2:28]1[N:29]2[CH2:30][N:31]3[CH2:32][N:33]([CH2:34]2)[CH2:35][N:36]1[CH2:37]3.[CH3:38][N:39]([CH3:40])[CH:41]=[O:42].[OH2:43].[c:1]1(-[c:7]2[n:8][nH:9][c:10](=[S:12])[o:11]2)[cH:2][cH:3][cH:4][cH:5][cH:6]1>>[c:1]1(-[c:7]2[n:8][n:9]([CH2:28][c:21]3[cH:20][c:19]([C:23]([CH3:24])([CH3:25])[CH3:26])[c:18]([OH:27])[c:17]([C:13]([CH3:14])([CH3:15])[CH3:16])[cH:22]3)[c:10](=[S:12])[o:11]2)[cH:2][cH:3][cH:4][cH:5][cH:6]1.